This data is from the Open Reaction Database (ORD), a public repository of structured organic reaction records. The task is: describe an organic reaction: reactants, conditions, products, and yield Starting materials: CCO, COC(=O)CC(=O)Nc1cc(C)c(Oc2ccc3[nH]cc(C(C)C)c3c2)c(C)c1, [Na+], [OH-]. Product: Cc1cc(NC(=O)CC(=O)O)cc(C)c1Oc1ccc2[nH]cc(C(C)C)c2c1. As a reaction SMILES: [CH3:32][CH2:33][OH:34].[CH:1]([CH3:2])([CH3:3])[c:4]1[cH:5][nH:6][c:7]2[cH:8][cH:9][c:10]([O:13][c:14]3[c:15]([CH3:29])[cH:16][c:17]([NH:21][C:22]([CH2:23][C:24](=[O:25])[O:26][CH3:27])=[O:28])[cH:18][c:19]3[CH3:20])[cH:11][c:12]12.[Na+:31].[OH-:30]>>[CH:1]([CH3:2])([CH3:3])[c:4]1[cH:5][nH:6][c:7]2[cH:8][cH:9][c:10]([O:13][c:14]3[c:15]([CH3:29])[cH:16][c:17]([NH:21][C:22]([CH2:23][C:24](=[O:25])[OH:26])=[O:28])[cH:18][c:19]3[CH3:20])[cH:11][c:12]12. Starting materials: ClC=1C(=C(C=CC1)NC1=NC=NC2=CC(=C(C=C12)O)OC)F (4-[(3-chloro-2-fluoro-phenyl)amino]-6-hydroxy-7-methoxy-quinazoline), CS(=O)(=O)O[C@@H]1CC[C@@H](CC1)N1CC(N(CC1)C)=O ((cis)-1-methanesulphonyloxy-4-(4-methyl-3-oxo-piperazin-1-yl)-cyclohexane), C([O-])([O-])=O.[K+].[K+] (potassium carbonate). The solvent is CN1C(CCC1)=O (N-methyl-2-pyrrolidinone). The product is ClC=1C(=C(C=CC1)NC1=NC=NC2=CC(=C(C=C12)O[C@@H]1CC[C@H](CC1)N1CC(N(CC1)C)=O)OC)F (4-[(3-Chloro-2-fluoro-phenyl)amino]-6-[trans-4-(4-methyl-3-oxo-piperazin-1-yl)-cyclohexyloxy]-7-methoxy-quinazoline). Reaction SMILES: [Cl:1][C:2]1[C:3]([F:22])=[C:4]([NH:8][C:9]2[C:18]3[C:13](=[CH:14][C:15]([O:20][CH3:21])=[C:16]([OH:19])[CH:17]=3)[N:12]=[CH:11][N:10]=2)[CH:5]=[CH:6][CH:7]=1.CS(O[C@H:28]1[CH2:33][CH2:32][C@@H:31]([N:34]2[CH2:39][CH2:38][N:37]([CH3:40])[C:36](=[O:41])[CH2:35]2)[CH2:30][CH2:29]1)(=O)=O.C(=O)([O-])[O-].[K+].[K+]>CN1CCCC1=O>[Cl:1][C:2]1[C:3]([F:22])=[C:4]([NH:8][C:9]2[C:18]3[C:13](=[CH:14][C:15]([O:20][CH3:21])=[C:16]([O:19][C@H:28]4[CH2:29][CH2:30][C@H:31]([N:34]5[CH2:39][CH2:38][N:37]([CH3:40])[C:36](=[O:41])[CH2:35]5)[CH2:32][CH2:33]4)[CH:17]=3)[N:12]=[CH:11][N:10]=2)[CH:5]=[CH:6][CH:7]=1 |f:2.3.4|. Reported procedure: Prepared by reacting 4-[(3-chloro-2-fluoro-phenyl)amino]-6-hydroxy-7-methoxy-quinazoline with (cis)-1-methanesulphonyloxy-4-(4-methyl-3-oxo-piperazin-1-yl)-cyclohexane in N-methyl-2-pyrrolidinone at 125° C. in the presence of potassium carbonate.